This data is from the Open Reaction Database (ORD), a public repository of structured organic reaction records. The task is: describe an organic reaction: reactants, conditions, products, and yield Reactants: C(O)([O-])=O.[Na+] (sodium hydrogen carbonate), O (water), CC(=O)C.OS(=O)(=O)O.O=[Cr](=O)=O (Jones reagent), FC(CCC1CCC(CC1)O)(F)F (4-(3,3,3-trifluoropropyl)cyclohexanol). The solvent is C(C)(C)O (isopropanol), CC(=O)C (acetone). Run at time 24 hour. Yields the product FC(CCC1CCC(CC1)=O)(F)F (4-(3,3,3-Trifluoropropyl)cyclohexanone). RXN SMILES: [F:1][C:2]([F:13])([F:12])[CH2:3][CH2:4][CH:5]1[CH2:10][CH2:9][CH:8]([OH:11])[CH2:7][CH2:6]1.O.CC(C)=O.OS(O)(=O)=O.O=[Cr](=O)=O.C(=O)([O-])O.[Na+]>CC(C)=O.C(O)(C)C>[F:1][C:2]([F:12])([F:13])[CH2:3][CH2:4][CH:5]1[CH2:10][CH2:9][C:8](=[O:11])[CH2:7][CH2:6]1 |f:2.3.4,5.6|. Procedure details: 35.6 g of 4-(3,3,3-trifluoropropyl)cyclohexanol were dissolved in 600 ml of acetone and 37 ml of water and mixed with 69 ml of Jones reagent. The mixture was stirred at room temperature for 24 h, mixed with 9 ml of isopropanol and 24 g of sodium hydrogen carbonate, the precipitate was filtered off and the residue was taken up in saturated aqueous sodium chloride. The mixture was extracted with ether and the combined ether phases were washed with water, dried and concentrated. Chromatography over... Reactants: Cl (HCl), OB1OC(C2=C1C=C(C=C2)C(C)NC(OC(C)(C)C)=O)(C)C (tert-butyl 1-(1-hydroxy-3,3-dimethyl-1,3-dihydrobenzo[c][1,2]oxaborol-6-yl)ethyl-carbamate), O (water). The solvent is CO (MeOH). Reaction conditions: time 8 hour. Product: Cl.NC(C)C=1C=CC2=C(B(OC2(C)C)O)C1 (6-(1-aminoethyl)-3,3-dimethylbenzo[c][1,2]oxaborol-1(3H)-ol hydrochloride). As a reaction SMILES: [OH:1][B:2]1[C:6]2[CH:7]=[C:8]([CH:11]([NH:13]C(=O)OC(C)(C)C)[CH3:12])[CH:9]=[CH:10][C:5]=2[C:4]([CH3:22])([CH3:21])[O:3]1.[ClH:23].O>CO>[ClH:23].[NH2:13][CH:11]([C:8]1[CH:9]=[CH:10][C:5]2[C:4]([CH3:21])([CH3:22])[O:3][B:2]([OH:1])[C:6]=2[CH:7]=1)[CH3:12] |f:4.5|. Reported procedure: A mixture of tert-butyl 1-(1-hydroxy-3,3-dimethyl-1,3-dihydrobenzo[c][1,2]oxaborol-6-yl)ethyl-carbamate (0.93 mmol) in MeOH (10 mL) was added 6N HCl (10 mL). The mixture was stirred at rt overnight. The mixture was poured into water and washed with EA (50 mL×2). The water layer was lyophilized to give crude 6-(1-aminoethyl)-3,3-dimethylbenzo[c][1,2]oxaborol-1(3H)-ol hydrochloride. It was used in the next step without further purification. The reactants are C(C)N(C(C1=C(C(=CC=C1)F)[Si](C)(C)C)=S)CC (N,N-Diethyl-3-fluoro-2-(trimethylsilyl)thiobenzamide), CI (MeI). Yields the product C(C)N(C(C1=C(C(=C(C=C1)C)F)[Si](C)(C)C)=S)CC (N,N-Diethyl-3-fluoro-4-methyl-2-(trimethylsilyl)thiobenzamide). As a reaction SMILES: [CH2:1]([N:3]([CH2:17][CH3:18])[C:4](=[S:16])[C:5]1[CH:10]=[CH:9][CH:8]=[C:7]([F:11])[C:6]=1[Si:12]([CH3:15])([CH3:14])[CH3:13])[CH3:2].[CH3:19]I>>[CH2:17]([N:3]([CH2:1][CH3:2])[C:4](=[S:16])[C:5]1[CH:10]=[CH:9][C:8]([CH3:19])=[C:7]([F:11])[C:6]=1[Si:12]([CH3:13])([CH3:15])[CH3:14])[CH3:18]. Procedure: The title compound was prepared from the compound of Example 74 and 3.0 eq MeI according to General Method A and recrystallized from cold hexanes/ethyl acetate to give 2.5 g of the title compound, an 82% yield. m.p. 96°-97° C. The solvent is O (water), O (water), N1=CC=CC=C1 (pyridine), C(C)N(CC)CC (triethylamine). Reactants: C([O-])([O-])=O.[K+].[K+] (potassium carbonate), CC(C)(C)OC(=O)OC(=O)OC(C)(C)C (Boc2O), S (hydrogen sulfide), C(#N)C1=CC=C(C(=O)N2CCC3(C(N(C(N3)=O)CCCC(=O)OC(C)(C)C)=O)CC2)C=C1 (Tert.-Butyl 4-(8-(4-cyanobenzoyl)-2,4-dioxo-1,3,8-triaza-spiro[4.5]dec-3-yl)butanoate), C(C)(=O)[O-].[NH4+] (ammonium acetate). As a reaction SMILES: [C:1]([C:3]1[CH:32]=[CH:31][C:6]([C:7]([N:9]2[CH2:30][CH2:29][C:12]3([NH:16][C:15](=[O:17])[N:14]([CH2:18][CH2:19][CH2:20][C:21]([O:23][C:24]([CH3:27])([CH3:26])[CH3:25])=[O:22])[C:13]3=[O:28])[CH2:11][CH2:10]2)=[O:8])=[CH:5][CH:4]=1)#[N:2].S.C([O-])(=O)C.[NH4+:38].C(=O)([O-])[O-].[K+].[K+].[CH3:45][C:46]([O:49][C:50]([O:52]C(OC(C)(C)C)=O)=O)([CH3:48])[CH3:47]>N1C=CC=CC=1.C(N(CC)CC)C.O>[C:46]([O:49][C:50]([NH:38][N:2]=[CH:1][C:3]1[CH:4]=[CH:5][C:6]([C:7]([N:9]2[CH2:30][CH2:29][C:12]3([NH:16][C:15](=[O:17])[N:14]([CH2:18][CH2:19][CH2:20][C:21]([O:23][C:24]([CH3:25])([CH3:26])[CH3:27])=[O:22])[C:13]3=[O:28])[CH2:11][CH2:10]2)=[O:8])=[CH:31][CH:32]=1)=[O:52])([CH3:48])([CH3:47])[CH3:45] |f:2.3,4.5.6|. Reported procedure: A solution of 0.9 g (2.0 mmol) of the compound from Step C in a mixture of 13 ml dry pyridine and 1.8 ml triethylamine was saturated with hydrogen sulfide during 2 h. After stirring over night at room temperature it was poured into water and extracted three times with ethyl acetate. The combined organic layers were dried over sodium sulfate and concentrated under reduced pressure followed by solution in 100 ml toluene. The solvent was evaporated in vacuo again, in order to remove remaining trace... Product: C(C)(C)(C)OC(=O)NN=CC1=CC=C(C(=O)N2CCC3(C(N(C(N3)=O)CCCC(=O)OC(C)(C)C)=O)CC2)C=C1 (Tert.-Butyl 4-(8-(4-((tert.-butoxycarbonylamino)iminomethyl)benzoyl)-2,4-dioxo-1,3,8-triaza-spiro[4.5]dec-3-yl)butanoate).